Dataset: the Open Reaction Database (ORD), a public repository of structured organic reaction records. Task: describe an organic reaction: reactants, conditions, products, and yield RXN SMILES: [CH2:1]([NH:8][C:9]1[N:14]2[N:15]=[CH:16][C:17]([C:18]([O:20][CH2:21][CH3:22])=[O:19])=[C:13]2[N:12]=[CH:11][C:10]=1[C:23](O)=[O:24])[C:2]1[CH:7]=[CH:6][CH:5]=[CH:4][CH:3]=1.Cl.N1([CH:32]2[CH2:37][CH2:36][NH:35][CH2:34][CH2:33]2)C=CC=N1>>[CH2:1]([NH:8][C:9]1[N:14]2[N:15]=[CH:16][C:17]([C:18]([O:20][CH2:21][CH3:22])=[O:19])=[C:13]2[N:12]=[CH:11][C:10]=1[C:23]([N:35]1[CH2:34][CH2:33][CH:32]([C:10]2[CH:11]=[N:12][CH:13]=[N:14][CH:9]=2)[CH2:37][CH2:36]1)=[O:24])[C:2]1[CH:7]=[CH:6][CH:5]=[CH:4][CH:3]=1 |f:1.2|. The product is C(C1=CC=CC=C1)NC1=C(C=NC=2N1N=CC2C(=O)OCC)C(=O)N2CCC(CC2)C=2C=NC=NC2 (7-Benzylamino-3-ethoxycarbonyl-6-[4-(pyrimidin-5-yl)piperidine-1-carbonyl]pyrazolo[1,5-a]pyrimidine). Procedure details: In the same manner as in Example 21, step 5 and using 7-benzylamino-3-ethoxycarbonylpyrazolo[1,5-a]pyrimidine-6-carboxylic acid (0.16 g, 0.47 mmol) obtained in Example 21, step 4 and 4-(pyrimidin-5-yl)piperidine (WO2004/094371, 0.09 g, 0.57 mmol), the title compound (0.20 g, 0.41 mmol) was obtained. Isolated yield 174.5%. The reactants are C(C1=CC=CC=C1)NC1=C(C=NC=2N1N=CC2C(=O)OCC)C(=O)O (7-Benzylamino-3-ethoxycarbonylpyrazolo[1,5-a]pyrimidine-6-carboxylic acid), Cl.N1(N=CC=C1)C1CCNCC1 (4-(1H-pyrazol-1-yl)piperidine hydrochloride). Reactants: CN(CC(CC=O)c1ccc(Cl)c(Cl)c1)C(=O)OC(C)(C)C, O=C([O-])O, CC(=O)O, CO, O=C1CCCCN1C1CCNCC1, [Na+]. Product: CN(CC(CCN1CCC(N2CCCCC2=O)CC1)c1ccc(Cl)c(Cl)c1)C(=O)OC(C)(C)C. As a reaction SMILES: [C:18]([CH3:19])([CH3:20])([CH3:21])[O:22][C:23]([N:24]([CH3:25])[CH2:26][CH:27]([CH2:28][CH:29]=[O:30])[c:31]1[cH:32][c:33]([Cl:38])[c:34]([Cl:37])[cH:35][cH:36]1)=[O:39].[C:42](=[O:43])([OH:44])[O-:45].[CH3:14][C:15](=[O:16])[OH:17].[CH3:40][OH:41].[N:1]1([CH:8]2[CH2:9][CH2:10][NH:11][CH2:12][CH2:13]2)[C:2](=[O:7])[CH2:3][CH2:4][CH2:5][CH2:6]1.[Na+:46]>>[N:1]1([CH:8]2[CH2:9][CH2:10][N:11]([CH2:29][CH2:28][CH:27]([CH2:26][N:24]([C:23]([O:22][C:18]([CH3:19])([CH3:20])[CH3:21])=[O:39])[CH3:25])[c:31]3[cH:32][c:33]([Cl:38])[c:34]([Cl:37])[cH:35][cH:36]3)[CH2:12][CH2:13]2)[C:2](=[O:7])[CH2:3][CH2:4][CH2:5][CH2:6]1. The reactants are C1CCOC1, CCN(CC)CCc1ccc([N+](=O)[O-])cc1Cl, [H][H]. The product is CCN(CC)CCc1ccc(N)cc1Cl. As a reaction SMILES: [CH2:18]1[O:19][CH2:20][CH2:21][CH2:22]1.[Cl:1][c:2]1[c:3]([CH2:11][CH2:12][N:13]([CH2:14][CH3:15])[CH2:16][CH3:17])[cH:4][cH:5][c:6]([N+:8]([O-:9])=[O:10])[cH:7]1.[H:23][H:24]>>[Cl:1][c:2]1[c:3]([CH2:11][CH2:12][N:13]([CH2:14][CH3:15])[CH2:16][CH3:17])[cH:4][cH:5][c:6]([NH2:8])[cH:7]1. Reactants: O=C([O-])[O-], Cc1c(F)cc(C(=O)OC(C)(C)C)cc1B(O)O, CN(C)CCNc1nc(Cl)c2c(n1)N(c1c(F)cccc1F)C(=O)NC2, [K+], [K+], C1COCCO1, c1ccc(P(c2ccccc2)(c2ccccc2)[Pd](P(c2ccccc2)(c2ccccc2)c2ccccc2)(P(c2ccccc2)(c2ccccc2)c2ccccc2)P(c2ccccc2)(c2ccccc2)c2ccccc2)cc1. Yields the product Cc1c(F)cc(C(=O)OC(C)(C)C)cc1-c1nc(NCCN(C)C)nc2c1CNC(=O)N2c1c(F)cccc1F. As a reaction SMILES: [C:27](=[O:28])([O-:29])[O-:30].[CH3:33][C:34]([CH3:35])([CH3:36])[O:37][C:38](=[O:39])[c:40]1[cH:41][c:42]([F:50])[c:43]([CH3:49])[c:44]([B:46]([OH:47])[OH:48])[cH:45]1.[Cl:1][c:2]1[c:3]2[c:4]([n:5][c:6]([NH:8][CH2:9][CH2:10][N:11]([CH3:12])[CH3:13])[n:7]1)[N:14]([c:19]1[c:20]([F:26])[cH:21][cH:22][cH:23][c:24]1[F:25])[C:15](=[O:18])[NH:16][CH2:17]2.[K+:31].[K+:32].[O:51]1[CH2:52][CH2:53][O:54][CH2:55][CH2:56]1.[cH:57]1[cH:58][cH:59][c:60]([P:61]([Pd:62]([P:63]([c:64]2[cH:65][cH:66][cH:67][cH:68][cH:69]2)([c:70]2[cH:71][cH:72][cH:73][cH:74][cH:75]2)[c:76]2[cH:77][cH:78][cH:79][cH:80][cH:81]2)([P:82]([c:83]2[cH:84][cH:85][cH:86][cH:87][cH:88]2)([c:89]2[cH:90][cH:91][cH:92][cH:93][cH:94]2)[c:95]2[cH:96][cH:97][cH:98][cH:99][cH:100]2)[P:101]([c:102]2[cH:103][cH:104][cH:105][cH:106][cH:107]2)([c:108]2[cH:109][cH:110][cH:111][cH:112][cH:113]2)[c:114]2[cH:115][cH:116][cH:117][cH:118][cH:119]2)([c:120]2[cH:121][cH:122][cH:123][cH:124][cH:125]2)[c:126]2[cH:127][cH:128][cH:129][cH:130][cH:131]2)[cH:132][cH:133]1>>[c:2]1(-[c:44]2[c:43]([CH3:49])[c:42]([F:50])[cH:41][c:40]([C:38]([O:37][C:34]([CH3:33])([CH3:35])[CH3:36])=[O:39])[cH:45]2)[c:3]2[c:4]([n:5][c:6]([NH:8][CH2:9][CH2:10][N:11]([CH3:12])[CH3:13])[n:7]1)[N:14]([c:19]1[c:20]([F:26])[cH:21][cH:22][cH:23][c:24]1[F:25])[C:15](=[O:18])[NH:16][CH2:17]2. Starting materials: C1(=CC=CC=C1)[O-].[Na+] (sodium phenolate), C1(=CC=CC=C1)O (phenol), mixture, C(=O)=O (carbon dioxide), ( G ). Solvent: O (water). Yields the product OC1=CC=C(C(=O)O)C=C1 (p-hydroxybenzoic acid). Reaction SMILES: [C:1]1([O-:7])[CH:6]=[CH:5][CH:4]=[CH:3][CH:2]=1.[Na+].C1(O)C=CC=CC=1.[C:16](=[O:18])=[O:17]>O>[OH:7][C:1]1[CH:6]=[CH:5][C:4]([C:16]([OH:18])=[O:17])=[CH:3][CH:2]=1 |f:0.1|. Procedure: In a pressure reaction vessel were charged 100 g of sodium phenolate, 35 g of phenol and 400 g of a mixture of hydrogenated triphenyls, and a reaction was allowed to proceed at 250° C. and at a carbon dioxide pressure of 7 kg/cm2 (G) for 20 minutes, with stirring The reaction mixture was cooled and charged into 200 ml of water, followed by separation into the reaction medium layer and the water layer at 60° C. The water layer was extracted with 50 g of xylene, and the phenol was recovered with a... Reactants: CS(=O)(=O)Oc1ccc(CCOc2ccc(C=O)cc2)cc1, CC(=O)[O-], CCO, Cl, NO, [Na+], O. Yields the product CS(=O)(=O)Oc1ccc(CCOc2ccc(C=NO)cc2)cc1. RXN SMILES: [CH3:1][S:2](=[O:3])(=[O:4])[O:5][c:6]1[cH:7][cH:8][c:9]([CH2:12][CH2:13][O:14][c:15]2[cH:16][cH:17][c:18]([CH:21]=[O:22])[cH:19][cH:20]2)[cH:10][cH:11]1.[CH3:27][C:28](=[O:29])[O-:30].[CH3:31][CH2:32][OH:33].[ClH:23].[NH2:24][OH:25].[Na+:26].[OH2:34]>>[CH3:1][S:2](=[O:3])(=[O:4])[O:5][c:6]1[cH:7][cH:8][c:9]([CH2:12][CH2:13][O:14][c:15]2[cH:16][cH:17][c:18]([CH:21]=[N:24][OH:25])[cH:19][cH:20]2)[cH:10][cH:11]1. The reactants are O=Cc1ccc(Br)s1, CC(C)O, [K+], [K+], O=C([O-])[O-], O, OB(O)c1ccccc1. Yields the product O=Cc1ccc(-c2ccccc2)s1. RXN SMILES: [Br:1][c:2]1[cH:3][cH:4][c:5]([CH:7]=[O:8])[s:6]1.[CH:24]([OH:25])([CH3:26])[CH3:27].[K+:18].[K+:19].[O-:20][C:21]([O-:22])=[O:23].[OH2:28].[OH:9][B:10]([OH:11])[c:12]1[cH:13][cH:14][cH:15][cH:16][cH:17]1>>[c:2]1(-[c:12]2[cH:13][cH:14][cH:15][cH:16][cH:17]2)[cH:3][cH:4][c:5]([CH:7]=[O:8])[s:6]1. Reactants: CC(C)(C)c1cc(N)n(-c2ccc3ncccc3c2)n1, CN(C)c1ccncc1, O=C(Cl)OCC(Cl)(Cl)Cl, ClCCl, O, c1ccncc1. Yields the product CC(C)(C)c1cc(NC(=O)OCC(Cl)(Cl)Cl)n(-c2ccc3ncccc3c2)n1. As a reaction SMILES: [C:1]([CH3:2])([CH3:3])([CH3:4])[c:5]1[cH:6][c:7]([NH2:20])[n:8](-[c:10]2[cH:11][c:12]3[cH:13][cH:14][cH:15][n:16][c:17]3[cH:18][cH:19]2)[n:9]1.[CH3:40][N:41]([c:42]1[cH:43][cH:44][n:45][cH:46][cH:47]1)[CH3:48].[Cl:27][C:28](=[O:29])[O:30][CH2:31][C:32]([Cl:33])([Cl:34])[Cl:35].[Cl:37][CH2:38][Cl:39].[OH2:36].[cH:21]1[cH:22][cH:23][n:24][cH:25][cH:26]1>>[C:1]([CH3:2])([CH3:3])([CH3:4])[c:5]1[cH:6][c:7]([NH:20][C:28](=[O:29])[O:30][CH2:31][C:32]([Cl:33])([Cl:34])[Cl:35])[n:8](-[c:10]2[cH:11][c:12]3[cH:13][cH:14][cH:15][n:16][c:17]3[cH:18][cH:19]2)[n:9]1. Starting materials: BrC1=NC(=CC=C1)C(C(C=1C=NC=CC1)C=1C=NC=CC1)C1=NC(=CC=C1)OC (2-bromo-6-[1-(6-methoxypyridin-2-yl)-2,2-dipyridin-3-ylethyl]pyridine), CS(=O)(=O)N (methanesulfonamide), C(=O)([O-])[O-].[Cs+].[Cs+] (Cs2CO3), CC1(C2=C(C(=CC=C2)P(C3=CC=CC=C3)C4=CC=CC=C4)OC5=C(C=CC=C51)P(C6=CC=CC=C6)C7=CC=CC=C7)C (xantphos). The reagents and catalysts are C=1C=CC(=CC1)/C=C/C(=O)/C=C/C2=CC=CC=C2.C=1C=CC(=CC1)/C=C/C(=O)/C=C/C2=CC=CC=C2.C=1C=CC(=CC1)/C=C/C(=O)/C=C/C2=CC=CC=C2.[Pd].[Pd] (Pd2(dba)3). Run in O1CCOCC1 (dioxane). Conditions: temperature 100 celsius. The product is COC1=CC=CC(=N1)C(C(C=1C=NC=CC1)C=1C=NC=CC1)C1=CC=CC(=N1)NS(=O)(=O)C (N-{6-[1-(6-methoxypyridin-2-yl)-2,2-dipyridin-3-ylethyl]pyridin-2-yl}methanesulfonamide). Reaction SMILES: Br[C:2]1[CH:7]=[CH:6][CH:5]=[C:4]([CH:8]([C:22]2[CH:27]=[CH:26][CH:25]=[C:24]([O:28][CH3:29])[N:23]=2)[CH:9]([C:16]2[CH:17]=[N:18][CH:19]=[CH:20][CH:21]=2)[C:10]2[CH:11]=[N:12][CH:13]=[CH:14][CH:15]=2)[N:3]=1.[CH3:30][S:31]([NH2:34])(=[O:33])=[O:32].C([O-])([O-])=O.[Cs+].[Cs+].CC1(C)C2C(=C(P(C3C=CC=CC=3)C3C=CC=CC=3)C=CC=2)OC2C(P(C3C=CC=CC=3)C3C=CC=CC=3)=CC=CC1=2>O1CCOCC1.C1C=CC(/C=C/C(/C=C/C2C=CC=CC=2)=O)=CC=1.C1C=CC(/C=C/C(/C=C/C2C=CC=CC=2)=O)=CC=1.C1C=CC(/C=C/C(/C=C/C2C=CC=CC=2)=O)=CC=1.[Pd].[Pd]>[CH3:29][O:28][C:24]1[N:23]=[C:22]([CH:8]([C:4]2[N:3]=[C:2]([NH:34][S:31]([CH3:30])(=[O:33])=[O:32])[CH:7]=[CH:6][CH:5]=2)[CH:9]([C:16]2[CH:17]=[N:18][CH:19]=[CH:20][CH:21]=2)[C:10]2[CH:11]=[N:12][CH:13]=[CH:14][CH:15]=2)[CH:27]=[CH:26][CH:25]=1 |f:2.3.4,7.8.9.10.11|. Procedure details: A mixture of enantiomer A of 2-bromo-6-[1-(6-methoxypyridin-2-yl)-2,2-dipyridin-3-ylethyl]pyridine (1.00 g, 2.235 g), methanesulfonamide (0.255 g, 2.683 mmol), Cs2CO3 (1.02 g, 3.13 mmol), Pd2(dba)3 (41 mg, 0.045 mmol), and xantphos (78 mg, 0.134 mmol) in anhydrous dioxane (10 mL) under N2 was degassed (3× pump/N2) and heated to 100° C. for 16 hr. The mixture was cooled to rt and diluted with CHCl3. The mixture was filtered through a pad of celite and washed with CHCl3 and EtOAc. The filterate wa... Product: Cl, CS(=O)(=O)CCNC(=O)c1ccc2[nH]c(O)c(-c3ccc(CN4CCOCC4)cn3)c2c1. Starting materials: O=C([O-])O, Cl, CS(=O)(=O)CCN, [Na+], COC(=O)c1ccc2[nH]c(O)c(-c3ccc(CN4CCOCC4)cn3)c2c1. As a reaction SMILES: [C:36](=[O:37])([O-:38])[OH:39].[ClH:28].[NH2:29][CH2:30][CH2:31][S:32](=[O:33])(=[O:34])[CH3:35].[Na+:40].[OH:1][c:2]1[nH:3][c:4]2[cH:5][cH:6][c:7]([C:24](=[O:25])[O:26][CH3:27])[cH:8][c:9]2[c:10]1-[c:11]1[n:12][cH:13][c:14]([CH2:17][N:18]2[CH2:19][CH2:20][O:21][CH2:22][CH2:23]2)[cH:15][cH:16]1>>[ClH:28].[OH:1][c:2]1[nH:3][c:4]2[cH:5][cH:6][c:7]([C:24](=[O:25])[NH:29][CH2:30][CH2:31][S:32](=[O:33])(=[O:34])[CH3:35])[cH:8][c:9]2[c:10]1-[c:11]1[n:12][cH:13][c:14]([CH2:17][N:18]2[CH2:19][CH2:20][O:21][CH2:22][CH2:23]2)[cH:15][cH:16]1.